The task is: describe an organic reaction: reactants, conditions, products, and yield. This data is from the Open Reaction Database (ORD), a public repository of structured organic reaction records. The reactants are CC(C)(C)OC(=O)NC(Cc1c[nH]c2ccccc12)C(=O)O, O=C(c1ncc[nH]1)c1ncc[nH]1, COc1ccccc1CN, C1COCCO1. The product is COc1ccccc1CNC(=O)C(Cc1c[nH]c2ccccc12)NC(=O)OC(C)(C)C. Reaction SMILES: [C:1]([CH3:2])([CH3:3])([CH3:4])[O:5][C:6](=[O:7])[NH:8][CH:9]([CH2:10][c:11]1[cH:12][nH:13][c:14]2[cH:15][cH:16][cH:17][cH:18][c:19]12)[C:20](=[O:21])[OH:22].[C:23]([c:24]1[nH:25][cH:26][cH:27][n:28]1)([c:29]1[nH:30][cH:31][cH:32][n:33]1)=[O:34].[CH3:35][O:36][c:37]1[c:38]([CH2:39][NH2:40])[cH:41][cH:42][cH:43][cH:44]1.[O:45]1[CH2:46][CH2:47][O:48][CH2:49][CH2:50]1>>[C:1]([CH3:2])([CH3:3])([CH3:4])[O:5][C:6](=[O:7])[NH:8][CH:9]([CH2:10][c:11]1[cH:12][nH:13][c:14]2[cH:15][cH:16][cH:17][cH:18][c:19]12)[C:20](=[O:22])[NH:40][CH2:39][c:38]1[c:37]([O:36][CH3:35])[cH:44][cH:43][cH:42][cH:41]1. Starting materials: CN1CCN(c2ccc(C(=O)Cl)cc2)CC1, [Cl-], Cl, Cl, CC(C)(C)OC(=O)n1nc(N)c2nc(C(=O)NC(C)(C)c3ccccc3)sc21, [Na+], c1ccncc1. The product is CN1CCN(c2ccc(C(=O)Nc3nn(C(=O)OC(C)(C)C)c4sc(C(=O)NC(C)(C)c5ccccc5)nc34)cc2)CC1. Reaction SMILES: [CH3:31][N:32]1[CH2:33][CH2:34][N:35]([c:38]2[cH:39][cH:40][c:41]([C:42](=[O:43])[Cl:44])[cH:45][cH:46]2)[CH2:36][CH2:37]1.[Cl-:48].[ClH:29].[ClH:30].[NH2:1][c:2]1[n:3][n:4]([C:22](=[O:23])[O:24][C:25]([CH3:26])([CH3:27])[CH3:28])[c:5]2[c:6]1[n:7][c:8]([C:10]([NH:11][C:12]([CH3:13])([c:14]1[cH:15][cH:16][cH:17][cH:18][cH:19]1)[CH3:20])=[O:21])[s:9]2.[Na+:47].[cH:49]1[cH:50][cH:51][n:52][cH:53][cH:54]1>>[NH:1]([c:2]1[n:3][n:4]([C:22](=[O:23])[O:24][C:25]([CH3:26])([CH3:27])[CH3:28])[c:5]2[c:6]1[n:7][c:8]([C:10]([NH:11][C:12]([CH3:13])([c:14]1[cH:15][cH:16][cH:17][cH:18][cH:19]1)[CH3:20])=[O:21])[s:9]2)[C:42]([c:41]1[cH:40][cH:39][c:38]([N:35]2[CH2:34][CH2:33][N:32]([CH3:31])[CH2:37][CH2:36]2)[cH:46][cH:45]1)=[O:43]. The reactants are CN(C(=O)NC1=CC=C(C=C1)C1=NN(C=C1C1=C2C(=NC=C1)NC(=C2)C2=CC(=CC=C2)CN(C)C)CCN(C(OC(C)(C)C)=O)C)C (1,1-dimethylethyl {2-[3-(4-{[(dimethylamino)carbonyl]amino}phenyl)-4-(2-{3-[(dimethylamino)methyl]phenyl}-1H-pyrrolo[2,3-b]pyridin-4-yl)-1H-pyrazol-1-yl]ethyl}methylcarbamate), C(=O)(C(F)(F)F)O (TFA). Run in C(Cl)Cl (CH2Cl2). Reaction conditions: time 1 hour. Yields the product CN(C)CC=1C=C(C=CC1)C1=CC=2C(=NC=CC2C=2C(=NN(C2)CCNC)C2=CC=C(C=C2)NC(N(C)C)=O)N1 (N′-(4-{4-(2-{3-[(dimethylamino)methyl]phenyl}-1H-pyrrolo[2,3-b]pyridin-4-yl)-1-[2-(methylamino)ethyl]-1H-pyrazol-3-yl}phenyl)-N,N-dimethylurea). The yield is 157.0%. RXN SMILES: [CH3:1][N:2]([CH3:47])[C:3]([NH:5][C:6]1[CH:11]=[CH:10][C:9]([C:12]2[C:16]([C:17]3[CH:22]=[CH:21][N:20]=[C:19]4[NH:23][C:24]([C:26]5[CH:31]=[CH:30][CH:29]=[C:28]([CH2:32][N:33]([CH3:35])[CH3:34])[CH:27]=5)=[CH:25][C:18]=34)=[CH:15][N:14]([CH2:36][CH2:37][N:38](C)[C:39](=O)OC(C)(C)C)[N:13]=2)=[CH:8][CH:7]=1)=[O:4].C(O)(C(F)(F)F)=O>C(Cl)Cl>[CH3:34][N:33]([CH2:32][C:28]1[CH:27]=[C:26]([C:24]2[NH:23][C:19]3=[N:20][CH:21]=[CH:22][C:17]([C:16]4[C:12]([C:9]5[CH:8]=[CH:7][C:6]([NH:5][C:3](=[O:4])[N:2]([CH3:47])[CH3:1])=[CH:11][CH:10]=5)=[N:13][N:14]([CH2:36][CH2:37][NH:38][CH3:39])[CH:15]=4)=[C:18]3[CH:25]=2)[CH:31]=[CH:30][CH:29]=1)[CH3:35]. Procedure: To 1,1-dimethylethyl {2-[3-(4-{[(dimethylamino)carbonyl]amino}phenyl)-4-(2-{3-[(dimethylamino)methyl]phenyl}-1H-pyrrolo[2,3-b]pyridin-4-yl)-1H-pyrazol-1-yl]ethyl}methylcarbamate (1.05 g, 1.65 mmol) was added 25% TFA in CH2Cl2 (25 mL). The reaction was stirred at RT for 1 h and evaporated to dryness under vacuum. Trituration with (1:1) Et2O/Pet. Ether, filtration, and drying under vacuum gave the title compound (1.39 g, 95%) as a yellow solid. ESMS [M+H]+: 537.3 Reactants: O (water), O (water), ClC1=CC(=C(C=C1)C(C(C)C)O)C(F)(F)F (1-(4-chloro-2-trifluoromethyl-phenyl)-2-methyl-propan-1-ol), O.C1(=CC=C(C=C1)S(=O)(=O)O)C (p-toluenesulphonic acid monohydrate), O (water). Solvent: C1(=CC=CC=C1)C (toluene). Yields the product ClC1=CC(=C(C=C1)C=C(C)C)C(F)(F)F (4-chloro-1-(2-methyl-propenyl)-2-trifluoromethyl-benzene). As a reaction SMILES: [Cl:1][C:2]1[CH:7]=[CH:6][C:5]([CH:8](O)[CH:9]([CH3:11])[CH3:10])=[C:4]([C:13]([F:16])([F:15])[F:14])[CH:3]=1.O.C1(C)C=CC(S(O)(=O)=O)=CC=1.O>C1(C)C=CC=CC=1>[Cl:1][C:2]1[CH:7]=[CH:6][C:5]([CH:8]=[C:9]([CH3:11])[CH3:10])=[C:4]([C:13]([F:14])([F:15])[F:16])[CH:3]=1 |f:1.2|. Procedure details: 8.00 g (42 mmol) 1-(4-chloro-2-trifluoromethyl-phenyl)-2-methyl-propan-1-ol and 2.5 g p-toluenesulphonic acid monohydrate in 200 mL toluene are refluxed overnight, while the water formed is captured using a water separator. The reaction mixture is left to cool, combined with water and the organic phase is separated off. It is extracted with toluene and the organic phases are combined and evaporated down. The residue is added to a short silica gel column and eluted with hexane. Colourless oil. Starting materials: CC=1C=C(C(=O)O)C=C(C1OC)C (3,5-dimethyl-4-methoxybenzoic acid), CC(C)NC=1C(=NC=CC1)N1CCNCC1 (1-[3-(1-methylethylamino)-2-pyridinyl]piperazine), C(C)N=C=NCCCN(C)C (1-(ethyl)-3-(dimethylaminopropyl)carbodiimide). Yields the product CC=1C=C(C(=O)N2CCN(CC2)C2=NC=CC=C2NC(C)C)C=C(C1OC)C (1-[3,5-Dimethyl-4-methoxybenzoyl]-4-[3-(1-methylethylamino)-2-pyridinyl]piperazine). As a reaction SMILES: [CH3:1][C:2]1[CH:3]=[C:4]([CH:8]=[C:9]([CH3:13])[C:10]=1[O:11][CH3:12])[C:5]([OH:7])=O.[CH3:14][CH:15]([NH:17][C:18]1[C:19]([N:24]2[CH2:29][CH2:28][NH:27][CH2:26][CH2:25]2)=[N:20][CH:21]=[CH:22][CH:23]=1)[CH3:16].C(N=C=NCCCN(C)C)C>>[CH3:13][C:9]1[CH:8]=[C:4]([CH:3]=[C:2]([CH3:1])[C:10]=1[O:11][CH3:12])[C:5]([N:27]1[CH2:28][CH2:29][N:24]([C:19]2[C:18]([NH:17][CH:15]([CH3:16])[CH3:14])=[CH:23][CH:22]=[CH:21][N:20]=2)[CH2:25][CH2:26]1)=[O:7]. Procedure details: Following the general procedure of EXAMPLE 16A and making non-critical variations but starting with 3,5-dimethyl-4-methoxybenzoic acid (0.075 g), 1-[3-(1-methylethylamino)-2-pyridinyl]piperazine (0.101 g) and 1-(ethyl)-3-(dimethylaminopropyl)carbodiimide (0.096 g), the title compound is obtained, mp 89°-93°. Reactants: COC(=O)CCC(=O)c1ccccc1, OCCO, c1ccccc1. Product: COC(=O)CCC1(c2ccccc2)OCCO1. As a reaction SMILES: [CH3:1][O:2][C:3]([CH2:4][CH2:5][C:6]([c:7]1[cH:8][cH:9][cH:10][cH:11][cH:12]1)=[O:13])=[O:14].[OH:15][CH2:16][CH2:17][OH:18].[cH:19]1[cH:20][cH:21][cH:22][cH:23][cH:24]1>>[CH3:1][O:2][C:3]([CH2:4][CH2:5][C:6]1([c:7]2[cH:8][cH:9][cH:10][cH:11][cH:12]2)[O:13][CH2:17][CH2:16][O:15]1)=[O:14]. The reactants are CC1(OC[C@H](O1)COC1=CC=C(C=C1)CCCCO)C (4-[4-((R)-2,2-Dimethyl-[1,3]dioxolan-4-ylmethoxy)-phenyl]-butan-1-ol), CC(=O)OI1(C=2C=CC=CC2C(=O)O1)(OC(=O)C)OC(=O)C (Dess-Martin periodinane), [OH-].[Na+] (NaOH). Run in C(Cl)Cl (DCM). Reaction conditions: time 1 hour. The product is CC1(OC[C@H](O1)COC1=CC=C(C=C1)CCCC=O)C (4-[4-((R)-2,2-Dimethyl-[1,3]dioxolan-4-ylmethoxy)-phenyl]-butyraldehyde). As a reaction SMILES: [CH3:1][C:2]1([CH3:20])[O:6][C@H:5]([CH2:7][O:8][C:9]2[CH:14]=[CH:13][C:12]([CH2:15][CH2:16][CH2:17][CH2:18][OH:19])=[CH:11][CH:10]=2)[CH2:4][O:3]1.CC(OI1(OC(C)=O)(OC(C)=O)OC(=O)C2C=CC=CC1=2)=O.[OH-].[Na+]>C(Cl)Cl>[CH3:1][C:2]1([CH3:20])[O:6][C@H:5]([CH2:7][O:8][C:9]2[CH:14]=[CH:13][C:12]([CH2:15][CH2:16][CH2:17][CH:18]=[O:19])=[CH:11][CH:10]=2)[CH2:4][O:3]1 |f:2.3|. Reported procedure: To 4-[4-((R)-2,2-Dimethyl-[1,3]dioxolan-4-ylmethoxy)-phenyl]-butan-1-ol (5.0 g, 17.8 mmol) in DCM (180 ml) is added Dess-Martin periodinane (7.56 g, 17.8 mmol). The yellowish solution is stirred at room temperature for 1 hour. The resultant yellow suspension is treated with 1 N NaOH solution (200 ml) and stirred at room temperature for 30 minutes. The organic phase is separated, dried (MgSO4) and concentrated to give 4-[4-((R)-2,2-Dimethyl-[1,3]dioxolan-4-ylmethoxy)-phenyl]-butyraldehyde as a cl...